Dataset: the Open Reaction Database (ORD), a public repository of structured organic reaction records. Task: describe an organic reaction: reactants, conditions, products, and yield Reactants: ClC=1C(=CC2=C(NC(CC(=N2)C2=CC(=CC=C2)C2=CC(=NC=C2)CO)=O)C1)C (8-chloro-4-[3-(2-hydroxymethyl-pyridin-4-yl)-phenyl]-7-methyl-1,3-dihydro-benzo[b][1,4]diazepin-2-one), S(=O)(Cl)Cl (thionylchloride), [Cl-] (chloride), C1(CC1)N (cyclopropylamine). Run in C(Cl)Cl (CH2Cl2), CN(C)C=O (DMF). Product: ClC=1C(=CC2=C(NC(CC(=N2)C2=CC(=CC=C2)C2=CC(=NC=C2)CNC2CC2)=O)C1)C (8-Chloro-4-[3-(2-cyclopropylaminomethyl-pyridin-4-yl)-phenyl]-7-methyl-1,3-dihydro-benzo[b][1,4]diazepin-2-one). As a reaction SMILES: [Cl:1][C:2]1[C:3]([CH3:28])=[CH:4][C:5]2[N:11]=[C:10]([C:12]3[CH:17]=[CH:16][CH:15]=[C:14]([C:18]4[CH:23]=[CH:22][N:21]=[C:20]([CH2:24]O)[CH:19]=4)[CH:13]=3)[CH2:9][C:8](=[O:26])[NH:7][C:6]=2[CH:27]=1.S(Cl)(Cl)=O.[Cl-].[CH:34]1([NH2:37])[CH2:36][CH2:35]1>C(Cl)Cl.CN(C=O)C>[Cl:1][C:2]1[C:3]([CH3:28])=[CH:4][C:5]2[N:11]=[C:10]([C:12]3[CH:17]=[CH:16][CH:15]=[C:14]([C:18]4[CH:23]=[CH:22][N:21]=[C:20]([CH2:24][NH:37][CH:34]5[CH2:36][CH2:35]5)[CH:19]=4)[CH:13]=3)[CH2:9][C:8](=[O:26])[NH:7][C:6]=2[CH:27]=1. Reported procedure: The title compound was prepared from 8-chloro-4-[3-(2-hydroxymethyl-pyridin-4-yl)-phenyl]-7-methyl-1,3-dihydro-benzo[b][1,4]diazepin-2-one (Example 282) (196 mg, 0.50 mmol) by reaction with thionylchloride in CH2Cl2 and subsequent treatment of the corresponding crude chloride with cyclopropylamine in DMF according to the general procedure of example 288. Obtained as a light brown (96 mg, 45%). The reactants are CCc1ccc(Cc2cc(Br)c(CCOC(c3ccccc3)(c3ccccc3)c3ccccc3)s2)cc1, [Li]CCCC, O=C1OC(COCc2ccccc2)C(OCc2ccccc2)C(OCc2ccccc2)C1OCc1ccccc1, C1CCOC1, CCCCCC, [Cl-], [NH4+]. Product: CCc1ccc(Cc2cc(C3(O)OC(COCc4ccccc4)C(OCc4ccccc4)C(OCc4ccccc4)C3OCc3ccccc3)c(CCOC(c3ccccc3)(c3ccccc3)c3ccccc3)s2)cc1. As a reaction SMILES: [Br:1][c:2]1[c:3]([CH2:16][CH2:17][O:18][C:19]([c:20]2[cH:21][cH:22][cH:23][cH:24][cH:25]2)([c:26]2[cH:27][cH:28][cH:29][cH:30][cH:31]2)[c:32]2[cH:33][cH:34][cH:35][cH:36][cH:37]2)[s:4][c:5]([CH2:7][c:8]2[cH:9][cH:10][c:11]([CH2:14][CH3:15])[cH:12][cH:13]2)[cH:6]1.[CH2:38]([Li:39])[CH2:40][CH2:41][CH3:42].[CH2:43]([c:44]1[cH:45][cH:46][cH:47][cH:48][cH:49]1)[O:50][CH:51]1[C:52](=[O:82])[O:53][CH:54]([CH2:73][O:74][CH2:75][c:76]2[cH:77][cH:78][cH:79][cH:80][cH:81]2)[CH:55]([O:65][CH2:66][c:67]2[cH:68][cH:69][cH:70][cH:71][cH:72]2)[CH:56]1[O:57][CH2:58][c:59]1[cH:60][cH:61][cH:62][cH:63][cH:64]1.[CH2:85]1[O:86][CH2:87][CH2:88][CH2:89]1.[CH3:90][CH2:91][CH2:92][CH2:93][CH2:94][CH3:95].[Cl-:83].[NH4+:84]>>[c:2]1([C:52]2([OH:82])[CH:51]([O:50][CH2:43][c:44]3[cH:45][cH:46][cH:47][cH:48][cH:49]3)[CH:56]([O:57][CH2:58][c:59]3[cH:60][cH:61][cH:62][cH:63][cH:64]3)[CH:55]([O:65][CH2:66][c:67]3[cH:68][cH:69][cH:70][cH:71][cH:72]3)[CH:54]([CH2:73][O:74][CH2:75][c:76]3[cH:77][cH:78][cH:79][cH:80][cH:81]3)[O:53]2)[c:3]([CH2:16][CH2:17][O:18][C:19]([c:20]2[cH:21][cH:22][cH:23][cH:24][cH:25]2)([c:26]2[cH:27][cH:28][cH:29][cH:30][cH:31]2)[c:32]2[cH:33][cH:34][cH:35][cH:36][cH:37]2)[s:4][c:5]([CH2:7][c:8]2[cH:9][cH:10][c:11]([CH2:14][CH3:15])[cH:12][cH:13]2)[cH:6]1. Starting materials: C1(O)=CC=C(O)C=C1 (hydroquinone), [B] (boron), O1CCOCC1 (dioxane), vinyl lactone, O1CCOCC1 (dioxane), C(C)OCC (diethyl ether). Solvent: alcohol. Conditions: time 0 hour. The product is O1CCCC2=CC=CC=C12 (racemic chroman). RXN SMILES: [C:1]1([CH:8]=[CH:7]C(O)=[CH:4][CH:3]=1)O.[B].O1CCOCC1.[CH2:16]([O:18][CH2:19][CH3:20])[CH3:17]>>[O:18]1[C:19]2[C:8](=[CH:1][CH:3]=[CH:4][CH:20]=2)[CH2:7][CH2:17][CH2:16]1. Reported procedure: To a solution of hydroquinone 1 (0.01 mol) and a catalyst, preferably boron trifluotide diethyl etherate (0.016 mol) In an organic solvent, preferably dry dioxane (10 mL), is added vinyl lactone 2 (0.016 mol) in an organic solvent, preferably dry dioxane (5.0 mL) over 1-60 minutes, preferably 60 minutes, at 0-150° C., preferably 110° C., under an inert gas. The reaction mixture is stirred for 0 to 8 hours, preferably 0 hours, at the selected temperature, cooled to room temperature, and diluted w... Starting materials: O=C(Cl)C1CC1, CCN(C(C)C)C(C)C, ClCCl, Cc1cc(C(=O)N2CCc3nc(C)n(Cc4ccccc4)c3-c3ccccc32)ccc1CN. Product: Cc1cc(C(=O)N2CCc3nc(C)n(Cc4ccccc4)c3-c3ccccc32)ccc1CNC(=O)C1CC1. RXN SMILES: [CH:10]1([C:13](=[O:14])[Cl:15])[CH2:11][CH2:12]1.[CH:1]([N:2]([CH2:3][CH3:4])[CH:5]([CH3:6])[CH3:7])([CH3:8])[CH3:9].[Cl:49][CH2:50][Cl:51].[NH2:16][CH2:17][c:18]1[c:19]([CH3:48])[cH:20][c:21]([C:24](=[O:25])[N:26]2[c:27]3[c:28]([cH:44][cH:45][cH:46][cH:47]3)-[c:29]3[n:30]([CH2:37][c:38]4[cH:39][cH:40][cH:41][cH:42][cH:43]4)[c:31]([CH3:36])[n:32][c:33]3[CH2:34][CH2:35]2)[cH:22][cH:23]1>>[CH:10]1([C:13](=[O:14])[NH:16][CH2:17][c:18]2[c:19]([CH3:48])[cH:20][c:21]([C:24](=[O:25])[N:26]3[c:27]4[c:28]([cH:44][cH:45][cH:46][cH:47]4)-[c:29]4[n:30]([CH2:37][c:38]5[cH:39][cH:40][cH:41][cH:42][cH:43]5)[c:31]([CH3:36])[n:32][c:33]4[CH2:34][CH2:35]3)[cH:22][cH:23]2)[CH2:11][CH2:12]1. Starting materials: CON=C1COC2=C(N=CC=C21)Cl (7-chlorofuro[2,3-c]pyridin-3(2H)-one O-methyl oxime), C[O-].[Na+] (NaOMe). Solvent: CO (MeOH). Run at temperature 90 celsius. Product: CON=C1COC2=C(N=CC=C21)OC (7-methoxyfuro[2,3-c]pyridin-3(2H)-one O-methyl oxime). Reaction SMILES: [CH3:1][O:2][N:3]=[C:4]1[C:12]2[C:7](=[C:8](Cl)[N:9]=[CH:10][CH:11]=2)[O:6][CH2:5]1.[CH3:14][O-:15].[Na+]>CO>[CH3:1][O:2][N:3]=[C:4]1[C:12]2[C:7](=[C:8]([O:15][CH3:14])[N:9]=[CH:10][CH:11]=2)[O:6][CH2:5]1 |f:1.2|. Procedure: To a suspension of 7-chlorofuro[2,3-c]pyridin-3(2H)-one O-methyl oxime (1.01 mmol) (A.2.7.2) in 4 mL MeOH were added 0.56 mL of NaOMe (30% solution in MeOH). The mixture was heated to 90° C. for 12 h in a closed vessel and it was then concentrated in vacuo. Purification by CC (KP-SIL™ from Biotage) using Hept/EtOAc (9/1) gives the desired product as beige solid;